Dataset: the Open Reaction Database (ORD), a public repository of structured organic reaction records. Task: describe an organic reaction: reactants, conditions, products, and yield Reactants: CS(=O)C1=NN2C(C=N1)=CC=C2C2=C(C=CC=C2)OC (2-Methanesulfinyl-7-(2-methoxy-phenyl)-pyrrolo[2,1-f][1,2,4]triazine), C(C)(C)N(C(C)C)CC (N,N-Diisopropylethylamine), CN1CCN(CC1)CC1=CC=C(C=C1)N (4-(4-Methyl-piperazin-1-ylmethyl)-phenylamine), COCC(C)O (1-Methoxy-2-propanol). Yields the product COC1=C(C=CC=C1)C1=CC=C2C=NC(=NN21)NC2=CC=C(C=C2)CN2CCN(CC2)C ([7-(2-Methoxy-phenyl)-pyrrolo[2,1-f][1,2,4]triazin-2-yl]-[4-(4-methyl-piperazin-1-ylmethyl)-phenyl]-amine). Isolated yield 24.7%. Reaction SMILES: CS([C:4]1[N:9]=[CH:8][C:7]2=[CH:10][CH:11]=[C:12]([C:13]3[CH:18]=[CH:17][CH:16]=[CH:15][C:14]=3[O:19][CH3:20])[N:6]2[N:5]=1)=O.C(N(CC)C(C)C)(C)C.[CH3:30][N:31]1[CH2:36][CH2:35][N:34]([CH2:37][C:38]2[CH:43]=[CH:42][C:41]([NH2:44])=[CH:40][CH:39]=2)[CH2:33][CH2:32]1.COCC(O)C>>[CH3:20][O:19][C:14]1[CH:15]=[CH:16][CH:17]=[CH:18][C:13]=1[C:12]1[N:6]2[C:7]([CH:8]=[N:9][C:4]([NH:44][C:41]3[CH:40]=[CH:39][C:38]([CH2:37][N:34]4[CH2:33][CH2:32][N:31]([CH3:30])[CH2:36][CH2:35]4)=[CH:43][CH:42]=3)=[N:5]2)=[CH:10][CH:11]=1. Procedure details: 2-Methanesulfinyl-7-(2-methoxy-phenyl)-pyrrolo[2,1-f][1,2,4]triazine (125.0 mg, 0.0004350 mol), N,N-Diisopropylethylamine (0.3789 mL, 0.002175 mol) and 4-(4-Methyl-piperazin-1-ylmethyl)-phenylamine (0.179 g, 0.000870 mol) were dissolved in 1-Methoxy-2-propanol (0.500 mL, 0.00512 mol) and the reaction was irradiated at 300 watts, 180° C. for 40 minutes or until HPLC showed consumption of starting material. The reaction mixture was then reduced en vacuo and the product was isolated and purified by... Reactants: N1=C(C=CC=C1)C1CCNCC1 (4-(2-pyridyl)-piperidine), C(C)(C)(C)OC(=O)NCCCBr (N-(tert-butoxycarbonyl)-3-bromopropylamine), C([O-])([O-])=O.[K+].[K+] (potassium carbonate). Run in O1CCOCC1 (dioxane). Yields the product N1=C(C=CC=C1)C1CCN(CC1)CCCN (3-[4-(2-Pyridyl)-piperidine-1-yl]propylamine). Yield: 74.4%. As a reaction SMILES: [N:1]1[CH:6]=[CH:5][CH:4]=[CH:3][C:2]=1[CH:7]1[CH2:12][CH2:11][NH:10][CH2:9][CH2:8]1.C(OC([NH:20][CH2:21][CH2:22][CH2:23]Br)=O)(C)(C)C.C(=O)([O-])[O-].[K+].[K+]>O1CCOCC1>[N:1]1[CH:6]=[CH:5][CH:4]=[CH:3][C:2]=1[CH:7]1[CH2:12][CH2:11][N:10]([CH2:23][CH2:22][CH2:21][NH2:20])[CH2:9][CH2:8]1 |f:2.3.4|. Procedure: To 1-benzyl-4-(2-pyridyl)-piperidine (3.26 g, 12.9 mmol) in dry methanol (25 mL), 10% palladium hydroxide (1.9 g) was added and the solution was hydrogenated at 200 psi for 24 hours. The solution was filtered over celite, concentrated to give 2.1 g (99%) of 4-(2-pyridyl)-piperidine which was used as such for the subsequent step. A mixture of 3-bromopropylamine hydrobromide (20 g, 91.3 mmol), potassium carbonate (37.85 g, 273.9 mmol) and di-tert-butyldicarbonate (21.90 g, 100 mmol) in methanol wa... Reactants: COC(=O)c1c(O)cccc1OC(=S)N(C)C, CN(C)C=O, CO, [H-], CI, [Na+], O. The product is COC(=O)c1c(OC)cccc1OC(=S)N(C)C. RXN SMILES: [CH3:1][N:2]([C:3]([O:4][c:5]1[c:6]([C:12](=[O:13])[O:14][CH3:15])[c:7]([OH:11])[cH:8][cH:9][cH:10]1)=[S:16])[CH3:17].[CH3:23][N:24]([CH3:25])[CH:26]=[O:27].[CH3:28][OH:29].[H-:18].[I:20][CH3:21].[Na+:19].[OH2:22]>>[CH3:1][N:2]([C:3]([O:4][c:5]1[c:6]([C:12](=[O:13])[O:14][CH3:15])[c:7]([O:11][CH3:21])[cH:8][cH:9][cH:10]1)=[S:16])[CH3:17]. The reactants are C(CCCCCCCCCCC\C=C/CCCCCCCC)(=O)O (erucic acid), OO (H2O2), C(C)(C)(C)O (tert-butanol), O=O (oxygen). The reagents and catalysts are O[W](=O)(=O)O (tungstic acid). The product is C(CCCCCCCCCCCC(=O)O)(=O)O (brassylic acid). RXN SMILES: [C:1]([OH:24])(=[O:23])[CH2:2][CH2:3][CH2:4][CH2:5][CH2:6][CH2:7][CH2:8][CH2:9][CH2:10][CH2:11]C/C=C\CCCCCCCC.[OH:25]O.O=O.[C:29]([OH:33])([CH3:32])(C)C>O[W](O)(=O)=O>[C:1]([OH:24])(=[O:23])[CH2:2][CH2:3][CH2:4][CH2:5][CH2:6][CH2:7][CH2:8][CH2:9][CH2:10][CH2:11][CH2:32][C:29]([OH:33])=[O:25]. Procedure: To a 1000-ml three-necked flask equipped with refluxing condenser and mechanic stirrer, erucic acid (101.4 g, 0,300 mol; recrystallized with 95% ethanol), tert-butanol (600 ml; freshly distilled), H2O2 (20.4 ml 50% aqueous solution, 0.3 mol) and tungstic acid (7.47 g, 0.03 mol). The mixture was refluxed for 70 hours while a stream of oxygen gas was bubbled through the solution. The reaction was monitored with TLC (ethyl acetate/hexane). After the reaction was completed, the yellow catalyst was f...